From a dataset of the Open Reaction Database (ORD), a public repository of structured organic reaction records. describe an organic reaction: reactants, conditions, products, and yield The reactants are CC1=C(C(=CC=C1)C)N(C(CC1=CC=CC=C1)=O)C1CCN(CC1)C(=O)OCC (ethyl 4-[N-(2,6-dimethylphenyl)-N-(phenylacetyl)amino]-1-piperidinecarboxylate), Br (hydrobromic acid), C(=O)=O (carbon dioxide). Run at time 15 minute. Yields the product Br.CC1=C(C(=CC=C1)C)N(C(CC1=CC=CC=C1)=O)C1CCNCC1 (N-(2,6-dimethylphenyl)-N-(4-piperidinyl)benzeneacetamide hydrobromide). As a reaction SMILES: [CH3:1][C:2]1[CH:7]=[CH:6][CH:5]=[C:4]([CH3:8])[C:3]=1[N:9]([CH:19]1[CH2:24][CH2:23][N:22](C(OCC)=O)[CH2:21][CH2:20]1)[C:10](=[O:18])[CH2:11][C:12]1[CH:17]=[CH:16][CH:15]=[CH:14][CH:13]=1.[BrH:30].C(=O)=O>>[BrH:30].[CH3:1][C:2]1[CH:7]=[CH:6][CH:5]=[C:4]([CH3:8])[C:3]=1[N:9]([CH:19]1[CH2:24][CH2:23][NH:22][CH2:21][CH2:20]1)[C:10](=[O:18])[CH2:11][C:12]1[CH:17]=[CH:16][CH:15]=[CH:14][CH:13]=1 |f:3.4|. Procedure: a mixture of 5 parts of ethyl 4-[N-(2,6-dimethylphenyl)-N-(phenylacetyl)amino]-1-piperidinecarboxylate in 60 parts of hydrobromic acid solution 48% is warmed until the evolution of carbon dioxide is ceased. Heating is continued for 15 minutes at a temperature between 80°-120° C. The reaction mixture is evaporated. The solid residue is washed successively with methylbenzene and 2-propanone and dried, yielding 4.1 parts of N-(2,6-dimethylphenyl)-N-(4-piperidinyl)benzeneacetamide hydrobromide; mp. ...